Dataset: the Open Reaction Database (ORD), a public repository of structured organic reaction records. Task: describe an organic reaction: reactants, conditions, products, and yield Starting materials: ClC=1C=C(OC(C(=O)O)CC)C=C(C1)Cl (2-(3,5-dichlorophenoxy)-butyric acid), Cl.ClCCCC#CC(C)(C)N (1-Chloro-6-methylhept-4-yn-6-yl amine hydrochloride), ON1N=NC2=C1C=CC=C2 (1-hydroxybenzotriazole), Cl.CN(CCCN=C=NCC)C (N-(3-dimethylaminopropyl)-N′-ethylcarbodiimide hydrochloride). Run at time 10 minute. The yield is 97.8%. Reaction SMILES: Cl.[Cl:2][CH2:3][CH2:4][CH2:5][C:6]#[C:7][C:8]([NH2:11])([CH3:10])[CH3:9].ON1C2C=CC=CC=2N=N1.Cl.CN(C)CCCN=C=NCC.[Cl:34][C:35]1[CH:36]=[C:37]([CH:45]=[C:46]([Cl:48])[CH:47]=1)[O:38][CH:39]([CH2:43][CH3:44])[C:40](O)=[O:41]>CN(C)C=O.O.C(N(CC)CC)C>[Cl:34][C:35]1[CH:36]=[C:37]([CH:45]=[C:46]([Cl:48])[CH:47]=1)[O:38][CH:39]([CH2:43][CH3:44])[C:40]([NH:11][C:8]([CH3:10])([CH3:9])[C:7]#[C:6][CH2:5][CH2:4][CH2:3][Cl:2])=[O:41] |f:0.1,3.4|. Solvent: CN(C=O)C (N,N-dimethylformamide), C(C)N(CC)CC (triethylamine), O (water), CN(C=O)C (N,N-dimethylformamide). Procedure: 1-Chloro-6-methylhept-4-yn-6-yl amine hydrochloride (9.8 g) in N,N-dimethylformamide (250 ml) containing triethylamine (10.4 ml) was stirred at ambient temperature for 10 minutes. The suspension which had formed was treated sequentially with 1-hydroxybenzotriazole (7.59 g), N-(3-dimethylaminopropyl)-N′-ethylcarbodiimide hydrochloride (10.56 g) then 2-(3,5-dichlorophenoxy)-butyric acid (13.07 g) in N,N-dimethylformamide (50 ml). The mixture was stirred at ambient temperature for 2 hours, stored f... The product is ClC=1C=C(OC(C(=O)NC(C#CCCCCl)(C)C)CC)C=C(C1)Cl (2-(3,5-dichlorophenoxy)-N-(1-chloro-6-methylhept-4-yn-6-yl) butyramide). Starting materials: Brc1cccnc1 (bromide 22), c1ccc2[nH]ncc2c1 (indazole S8). Reagents/catalysts: C1CCC2=NCCCN2CC1 (DBU 24), CS(=O)(=O)O[Pd]1(<-P(C2=CC=CC=C2)(C2=CC=CC=C2)C2=C(C3=C(P(C4=CC=CC=C4)C4=CC=CC=C4)C=CC4=C3C=CC=C4)C3=C(C=CC=C3)C=C2)<-NC2=C(C=CC=C2)C2=CC=CC=C21 (BINAP Pd G3 30). Run in CS(C)=O (DMSO), CS(C)=O (DMSO), CS(C)=O (DMSO), CS(C)=O (DMSO). Conditions: time 22 hour. The product is c1cncc(-n2ncc3ccccc32)c1, Brc1cccnc1, c1ccc2[nH]ncc2c1, c1ccc(-c2ccccc2)cc1 (biphenyl). Procedure: The Mosquito was used to combine the source plate solutions by multi-aspiration of 250 nL of each of the four reaction components and then to dose the resulting reaction mixture (1 uL) into a 1536-well plate The reactants are FB(F)F, CSc1ccc(Cc2ccccc2OCc2ccccc2)cc1, ClCCl, CCOCC, CSC, O. Product: CSc1ccc(Cc2ccccc2O)cc1. Reaction SMILES: [B:9]([F:10])([F:11])[F:12].[CH2:13]([c:14]1[cH:15][cH:16][cH:17][cH:18][cH:19]1)[O:20][c:21]1[c:22]([CH2:27][c:28]2[cH:29][cH:30][c:31]([S:34][CH3:35])[cH:32][cH:33]2)[cH:23][cH:24][cH:25][cH:26]1.[CH2:37]([Cl:38])[Cl:39].[CH2:4]([O:5][CH2:6][CH3:7])[CH3:8].[CH3:1][S:2][CH3:3].[OH2:36]>>[OH:20][c:21]1[c:22]([CH2:27][c:28]2[cH:29][cH:30][c:31]([S:34][CH3:35])[cH:32][cH:33]2)[cH:23][cH:24][cH:25][cH:26]1. Reactants: [OH-].[Li+] (Lithium hydroxide), C1(=C(C=CC=C1)OC(C)C1=CC=C(C(=O)OC)C=C1)C (methyl 4-(1-(o-tolyloxy)ethyl)benzoate). The solvent is CO (methanol), O (water). Run at time 3 hour. Yields the product C1(=C(C=CC=C1)OC(C)C1=CC=C(C(=O)O)C=C1)C (4-(1-(o-tolyloxy)ethyl)benzoic acid). Yield: 88.5%. RXN SMILES: [OH-].[Li+].[C:3]1([CH3:22])[CH:8]=[CH:7][CH:6]=[CH:5][C:4]=1[O:9][CH:10]([C:12]1[CH:21]=[CH:20][C:15]([C:16]([O:18]C)=[O:17])=[CH:14][CH:13]=1)[CH3:11]>CO.O>[C:3]1([CH3:22])[CH:8]=[CH:7][CH:6]=[CH:5][C:4]=1[O:9][CH:10]([C:12]1[CH:13]=[CH:14][C:15]([C:16]([OH:18])=[O:17])=[CH:20][CH:21]=1)[CH3:11] |f:0.1|. Procedure details: Lithium hydroxide (54 mg, 2.24 mmol) was added to a solution of methyl 4-(1-(o-tolyloxy)ethyl)benzoate (151 mg, 0.56 mmol) in methanol (100 mL) and water (10 mL). The reaction mixture was stirred at room temperature for 3 hours. After the reaction, the solvent was removed in vacuo. 3 mol/L aqueous hydrogen chloride was added to make pH 2˜3, and the product was extracted with dichloromethane (100 mL*3) The combined organic phase was washed with Sodium Chloride (20 mL*3), dried over anhydrous sodi... Starting materials: C(C)(C)(C)OC(=O)N[C@H](C)C1=CC=C(C=C1)N\C(\C1=CC=CC=C1)=C\1/C(NC2=CC=C(C=C12)[N+](=O)[O-])=O ((Z,R)-3-{1-[4-(1-tert.butoxycarbonylamino-ethyl)-phenylamino]-1-phenyl-methylidene}-5-nitro-2-indolinone), C(C)(=O)OCC.Cl (ethyl acetate hydrogen chloride). The product is Cl.N[C@H](C)C1=CC=C(C=C1)N\C(\C1=CC=CC=C1)=C\1/C(NC2=CC=C(C=C12)[N+](=O)[O-])=O ((Z,R)-3-{1-[4-(1-aminoethyl)-phenylamino]-1-phenyl-methylidene}-5-nitro-2-indolinone-hydrochloride). RXN SMILES: C(OC([NH:8][C@@H:9]([C:11]1[CH:16]=[CH:15][C:14]([NH:17]/[C:18](=[C:25]2\[C:26](=[O:37])[NH:27][C:28]3[C:33]\2=[CH:32][C:31]([N+:34]([O-:36])=[O:35])=[CH:30][CH:29]=3)/[C:19]2[CH:24]=[CH:23][CH:22]=[CH:21][CH:20]=2)=[CH:13][CH:12]=1)[CH3:10])=O)(C)(C)C.C(OCC)(=O)C.[ClH:44]>>[ClH:44].[NH2:8][C@@H:9]([C:11]1[CH:12]=[CH:13][C:14]([NH:17]/[C:18](=[C:25]2\[C:26](=[O:37])[NH:27][C:28]3[C:33]\2=[CH:32][C:31]([N+:34]([O-:36])=[O:35])=[CH:30][CH:29]=3)/[C:19]2[CH:24]=[CH:23][CH:22]=[CH:21][CH:20]=2)=[CH:15][CH:16]=1)[CH3:10] |f:1.2,3.4|. Procedure details: Prepared analogously to Example 29a from (Z,R)-3-{1-[4-(1-tert.butoxycarbonylamino-ethyl)-phenylamino]-1-phenyl-methylidene}-5-nitro-2-indolinone and ethyl acetate/hydrogen chloride. Starting materials: FC(S(=O)(=O)OC[C@H]1C[C@@H](CO1)SC(C)=O)(F)F (Ethanethioic acid trans(±)-S-[tetrahydro-5-[[[(trifluoromethyl)sulfonyl]oxy]methyl]-3-furanyl]ester), [N-]=[N+]=[N-].C(CCC)[N+](CCCC)(CCCC)CCCC (tetrabutylammonium azide). Solvent: C(Cl)Cl (methylene chloride), C(Cl)Cl (methylene chloride). Reaction conditions: time 30 minute. Product: N(=[N+]=[N-])C[C@H]1C[C@@H](CO1)SC(C)=O (Ethanethioic acid trans-(±)S-[5-(azidomethyl)tetrahydro-3-furanyl]ester). Yield: 90.8%. RXN SMILES: FC(F)(F)S(O[CH2:7][C@@H:8]1[O:12][CH2:11][C@@H:10]([S:13][C:14](=[O:16])[CH3:15])[CH2:9]1)(=O)=O.[N-:19]=[N+:20]=[N-:21].C([N+](CCCC)(CCCC)CCCC)CCC>C(Cl)Cl>[N:19]([CH2:7][C@@H:8]1[O:12][CH2:11][C@@H:10]([S:13][C:14](=[O:16])[CH3:15])[CH2:9]1)=[N+:20]=[N-:21] |f:1.2|. Procedure details: To a 0° C. solution of 5.768 g of product from Example 22 in 16 ml of methylene chloride, under argon, is added, via syringe, a 0° C. solution of 5.86 g of tetrabutylammonium azide in 16 ml of methylene chloride. The reaction is stirred in an ice bath for 30 minutes and then concentrated in vacuo. The residue is purified by chromatography (Silica Gel: 50% ethyl acetate/hexane) to give 3.418 g of the desired product. The reactants are [OH-].[Li+] (lithium hydroxide), CC(CCC)C1=CC=C(C(=O)OC)C=C1 (methyl 4-(pentan-2-yl)benzoate). Solvent: O1CCCC1 (tetrahydrofuran), CO (methanol), O (water). Conditions: time 1 hour. The product is CC(CCC)C1=CC=C(C(=O)O)C=C1 (4-(pentan-2-yl)benzoic acid). Reaction SMILES: [OH-].[Li+].[CH3:3][CH:4]([C:8]1[CH:17]=[CH:16][C:11]([C:12]([O:14]C)=[O:13])=[CH:10][CH:9]=1)[CH2:5][CH2:6][CH3:7]>O1CCCC1.CO.O>[CH3:3][CH:4]([C:8]1[CH:9]=[CH:10][C:11]([C:12]([OH:14])=[O:13])=[CH:16][CH:17]=1)[CH2:5][CH2:6][CH3:7] |f:0.1|. Procedure: To a solution of lithium hydroxide (121 mg, 2.9 mmol) in tetrahydrofuran, methanol and water (20 mL, 3:1:1, V/V) was added methyl 4-(pentan-2-yl)benzoate (170 mg, 0.58 mmol). The reaction mixture was stirred at room temperature for 1 hour. The mixture was quench with 10% hydrochloric acid aqueous, extracted with dichloromethane and menthol (20 ml, 10:1), the combine organic layer was dried by anhydrous sodium sulfate, filtered and concentrated to give product 4-(pentan-2-yl)benzoic acid as a whi... Reactants: C1CCOC1, CC(C)(C)OC(=O)NCC(C)(C)c1cc2cc([N+](=O)[O-])ccc2[nH]1, O=C[O-], [NH4+], O. Product: CC(C)(C)OC(=O)NCC(C)(C)c1cc2cc(N)ccc2[nH]1. As a reaction SMILES: [CH2:29]1[O:30][CH2:31][CH2:32][CH2:33]1.[CH3:1][C:2]([CH2:3][NH:4][C:5]([O:6][C:7]([CH3:8])([CH3:9])[CH3:10])=[O:11])([CH3:12])[c:13]1[nH:14][c:15]2[cH:16][cH:17][c:18]([N+:22]([O-:23])=[O:24])[cH:19][c:20]2[cH:21]1.[CH:25]([O-:26])=[O:27].[NH4+:28].[OH2:34]>>[CH3:1][C:2]([CH2:3][NH:4][C:5]([O:6][C:7]([CH3:8])([CH3:9])[CH3:10])=[O:11])([CH3:12])[c:13]1[nH:14][c:15]2[cH:16][cH:17][c:18]([NH2:22])[cH:19][c:20]2[cH:21]1. The reactants are C(CCC)N=C=O (butyl isocyanate), NC1=NC=2C=CC=NC2C2=C1N=C(N2CCCCN)CCCC (4-(4-amino-2-butyl-1H-imidazo[4,5-c][1,5]naphthyridin-1-yl)butaneamine). Product: NC1=NC=2C=CC=NC2C2=C1N=C(N2CCCCNC(=O)NCCCC)CCCC (N-[4-(4-amino-2-butyl-1H-imidazo[4,5-c][1,5]naphthyridin-1-yl)butyl]-N′-butylurea). Yield: 65.8%. RXN SMILES: [CH2:1]([N:5]=[C:6]=[O:7])[CH2:2][CH2:3][CH3:4].[NH2:8][C:9]1[C:18]2[N:19]=[C:20]([CH2:27][CH2:28][CH2:29][CH3:30])[N:21]([CH2:22][CH2:23][CH2:24][CH2:25][NH2:26])[C:17]=2[C:16]2[N:15]=[CH:14][CH:13]=[CH:12][C:11]=2[N:10]=1>>[NH2:8][C:9]1[C:18]2[N:19]=[C:20]([CH2:27][CH2:28][CH2:29][CH3:30])[N:21]([CH2:22][CH2:23][CH2:24][CH2:25][NH:26][C:6]([NH:5][CH2:1][CH2:2][CH2:3][CH3:4])=[O:7])[C:17]=2[C:16]2[N:15]=[CH:14][CH:13]=[CH:12][C:11]=2[N:10]=1. Procedure details: Using the general method of Example 47, butyl isocyanate (54 μL, 0.48 mmol) was reacted with 4-(4-amino-2-butyl-1H-imidazo[4,5-c][1,5]naphthyridin-1-yl)butaneamine (0.15 g, 0.48 mmole) to provide 0.13 g of N-[4-(4-amino-2-butyl-1H-imidazo[4,5-c][1,5]naphthyridin-1-yl)butyl]-N′-butylurea as a white solid. Analysis: Calculated for C22H33N7O: %C, 64.21; %H, 8.08; %N, 23.82. Found: %C, 64.05; %H, 7.97; %N, 24.00. Reactants: Cl (hydrogen chloride), solution, FC=1C(=NC(=NC1)C=1C=NN2C1C=NC=C2)OC (3-(5-fluoro-4-methoxypyrimidin-2-yl)pyrazolo[1,5-a]pyrazine), [OH-].[Na+] (sodium hydroxide). Yields the product FC=1C(=NC(=NC1)C=1C=NN2C1C=NC=C2)O (5-Fluoro-2-pyrazolo[1,5-a]pyrazin-3-ylpyrimidin-4-ol). Yield: 72.0%. RXN SMILES: Cl.[F:2][C:3]1[C:4]([O:18]C)=[N:5][C:6]([C:9]2[CH:10]=[N:11][N:12]3[CH:17]=[CH:16][N:15]=[CH:14][C:13]=23)=[N:7][CH:8]=1.[OH-].[Na+]>>[F:2][C:3]1[C:4]([OH:18])=[N:5][C:6]([C:9]2[CH:10]=[N:11][N:12]3[CH:17]=[CH:16][N:15]=[CH:14][C:13]=23)=[N:7][CH:8]=1 |f:2.3|. Procedure: Aqueous hydrogen chloride (13 mL of a 6N solution, 78 mmol) was added to 3-(5-fluoro-4-methoxypyrimidin-2-yl)pyrazolo[1,5-a]pyrazine (Preparation 17a, 0.38 g, 1 mmol) in a microwave vessel. The resulting mixture was subjected to microwave irradiation for 1 hour at 120° C. After cooling to room temperature, 8N aqueous sodium hydroxide solution was added until a basic pH was reached. The solid formed was filtered and dried to yield the title compound (72%), which was used in the next step without ...